From a dataset of the Open Reaction Database (ORD), a public repository of structured organic reaction records. describe an organic reaction: reactants, conditions, products, and yield Procedure details: The 2,5-dihydroxy benzoquinone copper (II) polymer, (Table I, compound 5), Cu(DHBQ) is prepared as follows: Ten g of 2,5-dihydroxy benzoquinone are dissolved in 200 ml of either dimethylformamide (DMF) or tetrahydrofurane (THF). To this is added 14 g of copper acetate (hydrate) dissolved in 250 ml of DMF (or THF). The solution is refluxed for 4 hours. The products have to be centrifuged after being allowed to settle for a few days. The DMF solution yielded a brown product, and the THF yielded a ... The reactants are O1CCCC1 (THF), OC=1C(C=C(C(C1)=O)O)=O (2,5-dihydroxy benzoquinone), C(C)(=O)[O-].[Cu+2].C(C)(=O)[O-] (copper acetate), O1CCCC1 (tetrahydrofurane), O1CCCC1 (THF). The product is [Cu+2].OC=1C(C=C(C(C1)=O)O)=O (2,5-dihydroxy benzoquinone copper (II)), Cu(DHBQ). The solvent is CN(C=O)C (DMF), CN(C=O)C (dimethylformamide), CN(C=O)C (DMF). RXN SMILES: [OH:1][C:2]1[C:3](=[O:10])[CH:4]=[C:5]([OH:9])[C:6](=[O:8])[CH:7]=1.O1CCCC1.C([O-])(=O)C.[Cu+2:20].C([O-])(=O)C>CN(C)C=O>[Cu+2:20].[OH:8][C:6]1[C:5](=[O:9])[CH:4]=[C:3]([OH:10])[C:2](=[O:1])[CH:7]=1 |f:2.3.4,6.7|. The reactants are CN(C)C=O, CC(Cl)Cl, Fc1ccc(-c2cccs2)cc1, O=S(=O)=O, O=S(Cl)Cl. Product: O=S(=O)(Cl)c1ccc(-c2ccc(F)cc2)s1. As a reaction SMILES: [CH3:13][N:14]([CH3:15])[CH:16]=[O:17].[Cl:26][CH:27]([Cl:28])[CH3:29].[F:1][c:2]1[cH:3][cH:4][c:5](-[c:8]2[s:9][cH:10][cH:11][cH:12]2)[cH:6][cH:7]1.[S:18](=[O:19])(=[O:20])=[O:21].[S:22]([Cl:23])([Cl:24])=[O:25]>>[F:1][c:2]1[cH:3][cH:4][c:5](-[c:8]2[s:9][c:10]([S:18](=[O:19])(=[O:21])[Cl:24])[cH:11][cH:12]2)[cH:6][cH:7]1. The reactants are C(C)(=O)C1=C(C(=NN1)OS(=O)(=O)C1=CC=C(C=C1)C)C1=C(C=CC=C1)F (Toluene-4-sulfonic acid 5acetyl-4-(2-fluorophenyl)-1H-pyrazol-3-yl ester), C(C1=CC=CC=C1)(=O)NN (benzhydrazide). Solvent: C=1(C(=CC=CC1)C)C (xylene). Product: FC1=C(C=CC=C1)C=1C(=NN2C(=NN=C(C21)C)C2=CC=CC=C2)OS(=O)(=O)C2=CC=C(C=C2)C (toluene-4-sulfonic acid 3-(2-fluorophenyl)-4-methyl-7-phenylpyrazolo[1,5-d][1,2,4]triazin-2-yl ester). Reaction SMILES: [C:1]([C:4]1[NH:8][N:7]=[C:6]([O:9][S:10]([C:13]2[CH:18]=[CH:17][C:16]([CH3:19])=[CH:15][CH:14]=2)(=[O:12])=[O:11])[C:5]=1[C:20]1[CH:25]=[CH:24][CH:23]=[CH:22][C:21]=1[F:26])(=O)[CH3:2].[C:27]([NH:35][NH2:36])(=O)[C:28]1[CH:33]=[CH:32][CH:31]=[CH:30][CH:29]=1>C1(C)C(C)=CC=CC=1>[F:26][C:21]1[CH:22]=[CH:23][CH:24]=[CH:25][C:20]=1[C:5]1[C:6]([O:9][S:10]([C:13]2[CH:18]=[CH:17][C:16]([CH3:19])=[CH:15][CH:14]=2)(=[O:12])=[O:11])=[N:7][N:8]2[C:4]=1[C:1]([CH3:2])=[N:36][N:35]=[C:27]2[C:28]1[CH:33]=[CH:32][CH:31]=[CH:30][CH:29]=1. Procedure details: Toluene-4-sulfonic acid 5acetyl-4-(2-fluorophenyl)-1H-pyrazol-3-yl ester (1.0 g, 2.7 mmol; prepared as described in Example 1, steps a to c) was stirred with benzhydrazide (400 mg, 2.9 mmol) in xylene (30 ml) at reflux overnight. The mixture was allowed to cool to room temperature. A solid crystallised out of solution This was separated by filtration, and was recrystallised from ethyl acetate, yielding toluene-4-sulfonic acid 3-(2-fluorophenyl)-4-methyl-7-phenylpyrazolo[1,5-d][1,2,4]triazin-2-yl...